Dataset: the Open Reaction Database (ORD), a public repository of structured organic reaction records. Task: describe an organic reaction: reactants, conditions, products, and yield Starting materials: COC(C)(C)C, CC(C)(C)O, Cc1cc2c(c(=O)o1)C(=O)CC(C(C)C)O2, Cl, [Cs+], [F-]. Yields the product Cc1cc(O)c(C(=O)C=CC(C)C)c(=O)o1. Reaction SMILES: [C:25]([O:26][CH3:27])([CH3:28])([CH3:29])[CH3:30].[CH3:19][C:20]([OH:21])([CH3:22])[CH3:23].[CH3:1][c:2]1[cH:3][c:4]2[c:9]([c:10](=[O:12])[o:11]1)[C:8](=[O:13])[CH2:7][CH:6]([CH:14]([CH3:15])[CH3:16])[O:5]2.[ClH:24].[Cs+:18].[F-:17]>>[CH3:1][c:2]1[cH:3][c:4]([OH:5])[c:9]([C:8]([CH:7]=[CH:6][CH:14]([CH3:15])[CH3:16])=[O:13])[c:10](=[O:12])[o:11]1. The reactants are CCO, [Cl-], [Fe], COCCOc1ccc([N+](=O)[O-])cc1I, [NH4+], O. As a reaction SMILES: [CH3:19][CH2:20][OH:21].[Cl-:1].[Fe:22].[I:4][c:5]1[c:6]([O:14][CH2:15][CH2:16][O:17][CH3:18])[cH:7][cH:8][c:9]([N+:11]([O-:12])=[O:13])[cH:10]1.[NH4+:2].[OH2:3]>>[I:4][c:5]1[c:6]([O:14][CH2:15][CH2:16][O:17][CH3:18])[cH:7][cH:8][c:9]([NH2:11])[cH:10]1. Product: COCCOc1ccc(N)cc1I. Starting materials: OC(=O)C1CC(N1)=O (4-hydroxycarbonylazetidine-2-one), C(C)(=O)[O-].[Na+] (sodium acetate), C(C)(=O)OO (peracetic acid). The reagents and catalysts are [C].[Ru] (ruthenium-carbon). Solvent: C(Cl)Cl (methylene chloride), C(C)(=O)O (acetic acid), C(C)(=O)O (acetic acid). Reaction conditions: temperature 0 celsius, time 1 hour. Product: C(C)(=O)OC1CC(N1)=O (4-acetoxyazetidine-2-one). Yield: 109.9%. RXN SMILES: OC([CH:4]1[NH:7][C:6](=[O:8])[CH2:5]1)=O.[C:9]([O-:12])(=[O:11])[CH3:10].[Na+].C(OO)(=O)C>C(Cl)Cl.C(O)(=O)C.[C].[Ru]>[C:9]([O:12][CH:4]1[NH:7][C:6](=[O:8])[CH2:5]1)(=[O:11])[CH3:10] |f:1.2,6.7|. Procedure details: 0.3 g of 4-hydroxycarbonylazetidine-2-one, 0.43 g of anhydrous sodium acetate and 100 mg of 5% ruthenium-carbon were suspended in a mixture of 12 ml of methylene chloride and 4 ml of acetic acid and cooled to -3° C., to which 1.1 ml of acetic acid solution containing 40% peracetic acid was carefully dropped, subjected to stirring at 0° C. for 1 hour. The catalyst was separated by suction filtration, then solvent was distilled off under reduced pressure. 20 ml of n-hexane was added thereto. Undis... Starting materials: O=c1c2cc(F)c(N3CCCC3)nc2n(-c2cccc(C(F)(F)F)c2)c(=O)n1OCc1ccccc1, C1CCOC1. Product: O=c1c2cc(F)c(N3CCCC3)nc2n(-c2cccc(C(F)(F)F)c2)c(=O)n1O. Reaction SMILES: [CH2:1]([c:2]1[cH:3][cH:4][cH:5][cH:6][cH:7]1)[O:8][n:9]1[c:10](=[O:36])[n:11](-[c:26]2[cH:27][c:28]([C:32]([F:33])([F:34])[F:35])[cH:29][cH:30][cH:31]2)[c:12]2[c:13]([c:14]1=[O:15])[cH:16][c:17]([F:25])[c:18]([N:20]1[CH2:21][CH2:22][CH2:23][CH2:24]1)[n:19]2.[CH2:37]1[O:38][CH2:39][CH2:40][CH2:41]1>>[OH:8][n:9]1[c:10](=[O:36])[n:11](-[c:26]2[cH:27][c:28]([C:32]([F:33])([F:34])[F:35])[cH:29][cH:30][cH:31]2)[c:12]2[c:13]([c:14]1=[O:15])[cH:16][c:17]([F:25])[c:18]([N:20]1[CH2:21][CH2:22][CH2:23][CH2:24]1)[n:19]2.